From a dataset of the Open Reaction Database (ORD), a public repository of structured organic reaction records. describe an organic reaction: reactants, conditions, products, and yield The product is BrCC(C(=O)OCC)=NOC(C1=CC=C(C=C1)Cl)=O (ethyl 3-bromo-2-(4-chlorobenzoyloximino)propanoate). Reported procedure: To the mixture of ethyl 3-bromo-2-(hydorxyimino)propanoate (3 g, 14.3 mmole) and 4-chlorobenzoyl chloride (2.75 g, 15.71 mmole) in dry methylene chloride (100 ml) at 0° to 5° C. with stirring, was slowly added dry pyridine (1.2 g, 15.18 mmole). After addition, the reaction mixture was stirred at room temperature for one hour. The reaction mixture was diluted with 50 ml of methylene chloride and washed with water and brine. The organic layer was dried with magnesium sulfate and the solvent evapor... Reaction SMILES: [Br:1][CH2:2][C:3](=[N:9][OH:10])[C:4]([O:6][CH2:7][CH3:8])=[O:5].[Cl:11][C:12]1[CH:20]=[CH:19][C:15]([C:16](Cl)=[O:17])=[CH:14][CH:13]=1.N1C=CC=CC=1>C(Cl)Cl>[Br:1][CH2:2][C:3](=[N:9][O:10][C:16](=[O:17])[C:15]1[CH:19]=[CH:20][C:12]([Cl:11])=[CH:13][CH:14]=1)[C:4]([O:6][CH2:7][CH3:8])=[O:5]. The solvent is C(Cl)Cl (methylene chloride), C(Cl)Cl (methylene chloride). Starting materials: BrCC(C(=O)OCC)=NO (ethyl 3-bromo-2-(hydorxyimino)propanoate), ClC1=CC=C(C(=O)Cl)C=C1 (4-chlorobenzoyl chloride), N1=CC=CC=C1 (pyridine). Isolated yield 100.3%. Reactants: C(C)(C)(C)[Si](OC[C@@H](C=1SC(=CN1)C)N[S@](=O)C(C)(C)C)(C)C ((R)—N-[(1S)-2-{[tert-butyl (dimethyl)silyl]oxy}-1-(5-methyl-1,3-thiazol-2-yl)ethyl]-2-methylpropane-2-sulfinamide), Cl.O1CCOCC1 (hydrogen chloride 1,4-dioxane). The solvent is CO (methanol). Conditions: time 2 hour. Product: Cl.N[C@@H](CO)C=1SC(=CN1)C ((2S)-2-amino-2-(5-methyl-1,3-thiazol-2-yl)ethanol hydrochloride). As a reaction SMILES: C([Si](C)(C)[O:6][CH2:7][C@H:8]([NH:15][S@@](C(C)(C)C)=O)[C:9]1[S:10][C:11]([CH3:14])=[CH:12][N:13]=1)(C)(C)C.[ClH:24].O1CCOCC1>CO>[ClH:24].[NH2:15][C@H:8]([C:9]1[S:10][C:11]([CH3:14])=[CH:12][N:13]=1)[CH2:7][OH:6] |f:1.2,4.5|. Reported procedure: To a solution of 184 mg of (R)—N-[(1S)-2-{[tert-butyl (dimethyl)silyl]oxy}-1-(5-methyl-1,3-thiazol-2-yl)ethyl]-2-methylpropane-2-sulfinamide in 2 ml of methanol was added 2 ml of a 4 M hydrogen chloride/1,4-dioxane solution, followed by stirring at room temperature for 2 hours. The reaction mixture was concentrated under reduced pressure and 1 M hydrochloric acid was added thereto, followed by washing with ethyl acetate. The aqueous layer was concentrated under reduced pressure to obtain 112 mg ... Yields the product CCOC(=O)CCN1CC(COc2ccccc2)OC1=O. As a reaction SMILES: [Br:17][CH2:18][CH2:19][C:20](=[O:21])[O:22][CH2:23][CH3:24].[CH3:25][N:26]([CH3:27])[CH:28]=[O:29].[H-:1].[Na+:2].[O:3]([c:4]1[cH:5][cH:6][cH:7][cH:8][cH:9]1)[CH2:10][CH:11]1[CH2:12][NH:13][C:14](=[O:16])[O:15]1>>[O:3]([c:4]1[cH:5][cH:6][cH:7][cH:8][cH:9]1)[CH2:10][CH:11]1[CH2:12][N:13]([CH2:18][CH2:19][C:20](=[O:21])[O:22][CH2:23][CH3:24])[C:14](=[O:16])[O:15]1. The reactants are CCOC(=O)CCBr, CN(C)C=O, [H-], [Na+], O=C1NCC(COc2ccccc2)O1. Starting materials: C(C)N1C=C(C(C2=CC(=C(C=C12)N1CC(NCC1)C=1SC=CC1)F)=O)C(=O)O (1-ethyl-6-fluoro-1,4-dihydro-4-oxo-7-[3-(2-thienyl)-1-piperazinyl]-3-quinolinecarboxylic acid), C=O (formalin). The solvent is C(=O)O (formic acid). Yields the product C(C)N1C=C(C(C2=CC(=C(C=C12)N1CC(N(CC1)C)C=1SC=CC1)F)=O)C(=O)O (1-Ethyl-6-fluoro-1,4-dihydro-7-[4-methyl-3-(2-thienyl)piperazinyl]-4-oxo-3-quinolinecarboxylic acid). RXN SMILES: [CH2:1]([N:3]1[C:12]2[C:7](=[CH:8][C:9]([F:24])=[C:10]([N:13]3[CH2:18][CH2:17][NH:16][CH:15]([C:19]4[S:20][CH:21]=[CH:22][CH:23]=4)[CH2:14]3)[CH:11]=2)[C:6](=[O:25])[C:5]([C:26]([OH:28])=[O:27])=[CH:4]1)[CH3:2].[CH2:29]=O>C(O)=O>[CH2:1]([N:3]1[C:12]2[C:7](=[CH:8][C:9]([F:24])=[C:10]([N:13]3[CH2:18][CH2:17][N:16]([CH3:29])[CH:15]([C:19]4[S:20][CH:21]=[CH:22][CH:23]=4)[CH2:14]3)[CH:11]=2)[C:6](=[O:25])[C:5]([C:26]([OH:28])=[O:27])=[CH:4]1)[CH3:2]. Reported procedure: A mixture of 200 mg of 1-ethyl-6-fluoro-1,4-dihydro-4-oxo-7-[3-(2-thienyl)-1-piperazinyl]-3-quinolinecarboxylic acid, 0.3 ml of 37% formalin and 0.35 ml of 90% formic acid was refluxed for 2 hours, then evaporated. A ml portion of water was added and the mixture neutralized with 1N sodium hydroxide. The solid was collected, washed with water, methanol, ether and dried, giving mg of the desired product, mp 238°-240° C. Reactants: IC1C(OC2=CC(=C(C(=C2C1)O)I)CCCCC)(C)C (3,6-Diiodo-2,2-dimethyl-5-hydroxy-7-pent-1-yl chromane), [C-]#N.[K+] (potassium cyanide). Run in C(C)O (ethanol). Run at time 4.5 hour. The product is C(#N)C1C(OC2=CC(=C(C(=C2C1)O)I)CCCCC)(C)C (3-Cyano-2,2-dimethyl-5-hydroxy-6-iodo-7pent-1-yl-chromane). Yield: 21.8%. Reaction SMILES: I[CH:2]1[CH2:11][C:10]2[C:5](=[CH:6][C:7]([CH2:14][CH2:15][CH2:16][CH2:17][CH3:18])=[C:8]([I:13])[C:9]=2[OH:12])[O:4][C:3]1([CH3:20])[CH3:19].[C-:21]#[N:22].[K+]>C(O)C>[C:21]([CH:2]1[CH2:11][C:10]2[C:5](=[CH:6][C:7]([CH2:14][CH2:15][CH2:16][CH2:17][CH3:18])=[C:8]([I:13])[C:9]=2[OH:12])[O:4][C:3]1([CH3:20])[CH3:19])#[N:22] |f:1.2|. Reported procedure: 3,6-Diiodo-2,2-dimethyl-5-hydroxy-7-pent-1-yl chromane (0.293 g) and potassium cyanide (50 mg) were dissolved in 15 ml absolute ethanol and heated to reflux. After 4.5 hours, the reaction was allowed to cool to room temperature. The solvent was removed in vacuo. Water was added and extracted with methylene chloride. The methylene chloride was removed in vacuo. The residue was chromatographed on a silica gel column eluted with chloroform (TLC Rf=0.2, chloroform). The appropriate fractions were co...